From a dataset of the Open Reaction Database (ORD), a public repository of structured organic reaction records. describe an organic reaction: reactants, conditions, products, and yield The reactants are NC1C(NC2=C(C(C1)(C)C)C=CC(=C2)[N+](=O)[O-])=O (3-Amino-5,5-dimethyl-8-nitro-1,3,4,5-tetrahydro-1-benzazepin-2-one), ClC(=O)OC (Methyl chloroformate). Product: COC(NC1C(NC2=C(C(C1)(C)C)C=CC(=C2)[N+](=O)[O-])=O)=O ((5,5-Dimethyl-8-nitro-2-oxo-2,3,4,5-tetrahydro-1H-1-benzazepin-3-yl)-carbamic acid methyl ester), Title compound. RXN SMILES: [NH2:1][CH:2]1[CH2:8][C:7]([CH3:10])([CH3:9])[C:6]2[CH:11]=[CH:12][C:13]([N+:15]([O-:17])=[O:16])=[CH:14][C:5]=2[NH:4][C:3]1=[O:18].Cl[C:20]([O:22][CH3:23])=[O:21]>>[CH3:23][O:22][C:20](=[O:21])[NH:1][CH:2]1[CH2:8][C:7]([CH3:10])([CH3:9])[C:6]2[CH:11]=[CH:12][C:13]([N+:15]([O-:17])=[O:16])=[CH:14][C:5]=2[NH:4][C:3]1=[O:18]. Procedure details: (5,5-Dimethyl-8-nitro-2-oxo-2,3,4,5-tetrahydro-1H-1-benzazepin-3-yl)-carbamic acid methyl ester was prepared from 3-Amino-5,5-dimethyl-8-nitro-1,3,4,5-tetrahydro-1-benzazepin-2-one and Methyl chloroformate in an analogous manner to Example 1271d. Title compound is an off white solid. (94 mg, 38%) LCMS 308 (M+H). Isolated yield 81.7%. Run at temperature 90 celsius. Solvent: O (water). As a reaction SMILES: [C:1]([C:3]1[C:4]([I:17])=[C:5]([C:12]([O:14][CH2:15][CH3:16])=[O:13])[S:6][C:7]=1S(C)(=O)=O)#[N:2].O1CCOCC1.[NH:24]1[CH2:29][CH2:28][O:27][CH2:26][CH2:25]1>O>[C:1]([C:3]1[C:4]([I:17])=[C:5]([C:12]([O:14][CH2:15][CH3:16])=[O:13])[S:6][C:7]=1[N:24]1[CH2:29][CH2:28][O:27][CH2:26][CH2:25]1)#[N:2]. Procedure details: To a 500 mL RBF containing ethyl 4-cyano-3-iodo-5-(methylsulfonyl)thiophene-2-carboxylate (17.20 g, 44.65 mmol, prepared as in WO 2009154741) was added anhydrous 1,4-dioxane (172.0 mL, 2204 mmol). To the resulting suspension was added morpholine (8.177 mL, 93.77 mmol). A reflux condenser was attached and the pink/orange heterogeneous suspension was heated to bath temp 90° C. and allowed to stir. Shortly after heating began, reaction mixture became a cherry red, homogenous solution. Reaction was ... The reactants are C(#N)C=1C(=C(SC1S(=O)(=O)C)C(=O)OCC)I (ethyl 4-cyano-3-iodo-5-(methylsulfonyl)thiophene-2-carboxylate), O1CCOCC1 (1,4-dioxane), N1CCOCC1 (morpholine). The product is C(#N)C=1C(=C(SC1N1CCOCC1)C(=O)OCC)I (ethyl 4-cyano-3-iodo-5-morpholin-4-ylthiophene-2-carboxylate). Starting materials: ClC1=C2C(C(=CN(C2=CC(=C1OCC1=CC=C(C=C1)OC)OCC1=CC=C(C=C1)OC)C1CC1)C(=O)OCC1=CC=C(C=C1)OC)=O (4-methoxybenzyl 5-chloro-1-cyclopropyl-6,7-bis((4-methoxy benzyl)oxy)-4-oxo-1,4-dihydroquinoline-3-carboxylate), [OH-].[K+] (potassium hydroxide). The solvent is CO (Methanol), O (Water). Reaction conditions: temperature 90 celsius, time 3 hour. Product: ClC1=C2C(C(=CN(C2=CC(=C1OCC1=CC=C(C=C1)OC)OCC1=CC=C(C=C1)OC)C1CC1)C(=O)O)=O (5-chloro-1-cyclopropyl-6,7-bis((4-methoxybenzyl)oxy)-4-oxo-1,4-dihydroquinoline-3-carboxylic acid). The yield is 85.8%. As a reaction SMILES: [Cl:1][C:2]1[C:11]([O:12][CH2:13][C:14]2[CH:19]=[CH:18][C:17]([O:20][CH3:21])=[CH:16][CH:15]=2)=[C:10]([O:22][CH2:23][C:24]2[CH:29]=[CH:28][C:27]([O:30][CH3:31])=[CH:26][CH:25]=2)[CH:9]=[C:8]2[C:3]=1[C:4](=[O:47])[C:5]([C:35]([O:37]CC1C=CC(OC)=CC=1)=[O:36])=[CH:6][N:7]2[CH:32]1[CH2:34][CH2:33]1.[OH-].[K+]>CO.O>[Cl:1][C:2]1[C:11]([O:12][CH2:13][C:14]2[CH:15]=[CH:16][C:17]([O:20][CH3:21])=[CH:18][CH:19]=2)=[C:10]([O:22][CH2:23][C:24]2[CH:29]=[CH:28][C:27]([O:30][CH3:31])=[CH:26][CH:25]=2)[CH:9]=[C:8]2[C:3]=1[C:4](=[O:47])[C:5]([C:35]([OH:37])=[O:36])=[CH:6][N:7]2[CH:32]1[CH2:33][CH2:34]1 |f:1.2|. Procedure: To a suspension of 4-methoxybenzyl 5-chloro-1-cyclopropyl-6,7-bis((4-methoxy benzyl)oxy)-4-oxo-1,4-dihydroquinoline-3-carboxylate (18 g, 27.4 mmol) in a mixture of Methanol (120 mL) and Water (60.0 mL) was added potassium hydroxide (3.08 g, 54.9 mmol) portionwise. The resulting mixture was stirred at 90° C. for 3 h. LCMS indicated completion of the reaction. The reaction mixture was cooled down to r.t. and concentrated, and was then diluted with water and adjusted pH to 1 using 2 N HCl (aq.). Th... The reactants are FC1=C(C=CC(=C1)F)C1=NC(=NC=N1)NC1=CC(=CC=C1)CS(=O)(=O)C (4-(2,4-difluorophenyl)-N-{3-[(methylsulfonyl)methyl]phenyl}-1,3,5-triazin-2-amine), intermediate 42.1, C(CCC)O (butan-1-ol). The product is C(CCC)OC1=C(C=CC(=C1)F)C1=NC(=NC=N1)NC1=CC(=CC=C1)CS(=O)(=O)C (4-(2-Butoxy-4-fluorophenyl)-N-{3-[(methylsulfonyl)-methyl]phenyl}-1,3,5-triazin-2-amine). As a reaction SMILES: F[C:2]1[CH:7]=[C:6]([F:8])[CH:5]=[CH:4][C:3]=1[C:9]1[N:14]=[CH:13][N:12]=[C:11]([NH:15][C:16]2[CH:21]=[CH:20][CH:19]=[C:18]([CH2:22][S:23]([CH3:26])(=[O:25])=[O:24])[CH:17]=2)[N:10]=1.[CH2:27]([OH:31])[CH2:28][CH2:29][CH3:30]>>[CH2:27]([O:31][C:2]1[CH:7]=[C:6]([F:8])[CH:5]=[CH:4][C:3]=1[C:9]1[N:14]=[CH:13][N:12]=[C:11]([NH:15][C:16]2[CH:21]=[CH:20][CH:19]=[C:18]([CH2:22][S:23]([CH3:26])(=[O:25])=[O:24])[CH:17]=2)[N:10]=1)[CH2:28][CH2:29][CH3:30]. Procedure: Starting with 4-(2,4-difluorophenyl)-N-{3-[(methylsulfonyl)methyl]phenyl}-1,3,5-triazin-2-amine (75 mg; 0.19 mmol), intermediate 42.1, and butan-1-ol (74 μl; 0.773 mmol), example 44 was prepared analogously to the procedure for the preparation of example 42. Starting materials: CC(=O)O[BH-](OC(C)=O)OC(C)=O, CC(C)=O, CC(C)(C)OC(=O)NCC1CCN(c2ccc(N)cc2F)C1. The product is CC(C)Nc1ccc(N2CCC(CNC(=O)OC(C)(C)C)C2)c(F)c1. As a reaction SMILES: [C:23]([O:24][BH-:25]([O:26][C:27](=[O:28])[CH3:29])[O:30][C:31](=[O:32])[CH3:33])(=[O:34])[CH3:35].[CH3:36][C:37]([CH3:38])=[O:39].[NH2:1][c:2]1[cH:3][c:4]([F:22])[c:5]([N:8]2[CH2:9][CH:10]([CH2:13][NH:14][C:15]([O:16][C:17]([CH3:18])([CH3:19])[CH3:20])=[O:21])[CH2:11][CH2:12]2)[cH:6][cH:7]1>>[NH:1]([c:2]1[cH:3][c:4]([F:22])[c:5]([N:8]2[CH2:9][CH:10]([CH2:13][NH:14][C:15]([O:16][C:17]([CH3:18])([CH3:19])[CH3:20])=[O:21])[CH2:11][CH2:12]2)[cH:6][cH:7]1)[CH:37]([CH3:36])[CH3:38]. Reactants: ClC(Cl)(Cl)Cl, Cc1cc2c(=O)[nH]cnc2cn1, Clc1ccc2c(c1)NCC2, ClCCCl, N#N, c1ccc(P(c2ccccc2)c2ccccc2)cc1. Yields the product Cc1cc2c(N3CCc4ccc(Cl)cc43)ncnc2cn1. Reaction SMILES: [C:32]([Cl:33])([Cl:34])([Cl:35])[Cl:36].[CH3:1][c:2]1[cH:3][c:4]2[c:5]([n:6][cH:7][nH:8][c:9]2=[O:10])[cH:11][n:12]1.[Cl:39][c:40]1[cH:41][cH:42][c:43]2[c:47]([cH:48]1)[NH:46][CH2:45][CH2:44]2.[Cl:49][CH2:50][CH2:51][Cl:52].[N:37]#[N:38].[c:13]1([P:14]([c:15]2[cH:16][cH:17][cH:18][cH:19][cH:20]2)[c:21]2[cH:22][cH:23][cH:24][cH:25][cH:26]2)[cH:27][cH:28][cH:29][cH:30][cH:31]1>>[CH3:1][c:2]1[cH:3][c:4]2[c:5]([n:6][cH:7][n:8][c:9]2[N:46]2[CH2:45][CH2:44][c:43]3[cH:42][cH:41][c:40]([Cl:39])[cH:48][c:47]32)[cH:11][n:12]1. The reactants are CCn1c2ccccc2c2cc(N(CC(=O)OC(C)(C)C)S(=O)(=O)c3cc(Cl)cc(C#C[Si](C)(C)C)c3)ccc21, ClCCl, O=C(O)C(F)(F)F. The product is CCn1c2ccccc2c2cc(N(CC(=O)O)S(=O)(=O)c3cc(Cl)cc(C#C[Si](C)(C)C)c3)ccc21. Reaction SMILES: [Cl:1][c:2]1[cH:3][c:4]([S:14](=[O:15])(=[O:16])[N:17]([c:18]2[cH:19][cH:20][c:21]3[n:22]([CH2:31][CH3:32])[c:23]4[cH:24][cH:25][cH:26][cH:27][c:28]4[c:29]3[cH:30]2)[CH2:33][C:34](=[O:35])[O:36][C:37]([CH3:38])([CH3:39])[CH3:40])[cH:5][c:6]([C:8]#[C:9][Si:10]([CH3:11])([CH3:12])[CH3:13])[cH:7]1.[Cl:48][CH2:49][Cl:50].[OH:41][C:42]([C:43]([F:44])([F:45])[F:46])=[O:47]>>[Cl:1][c:2]1[cH:3][c:4]([S:14](=[O:15])(=[O:16])[N:17]([c:18]2[cH:19][cH:20][c:21]3[n:22]([CH2:31][CH3:32])[c:23]4[cH:24][cH:25][cH:26][cH:27][c:28]4[c:29]3[cH:30]2)[CH2:33][C:34](=[O:35])[OH:36])[cH:5][c:6]([C:8]#[C:9][Si:10]([CH3:11])([CH3:12])[CH3:13])[cH:7]1. RXN SMILES: [Br:1][CH2:2][c:3]1[cH:4][c:5]([C:6](=[O:7])[c:8]2[cH:9][cH:10][c:11]([Cl:14])[cH:12][cH:13]2)[cH:15][cH:16][cH:17]1.[K:24][C:25]#[N:26].[O:18]1[CH2:19][CH2:20][O:21][CH2:22][CH2:23]1.[OH2:27]>>[CH2:2]([c:3]1[cH:4][c:5]([C:6](=[O:7])[c:8]2[cH:9][cH:10][c:11]([Cl:14])[cH:12][cH:13]2)[cH:15][cH:16][cH:17]1)[C:25]#[N:26]. Starting materials: O=C(c1ccc(Cl)cc1)c1cccc(CBr)c1, N#C[K], C1COCCO1, O. Yields the product N#CCc1cccc(C(=O)c2ccc(Cl)cc2)c1. Reactants: CC(C)(C)OC(=O)CC(O)CC1OC(C)(C)OC1=O, Cc1ccccc1, C[O-], Cl, [Na+]. Product: COC(=O)C(O)CC(O)CC(=O)OC(C)(C)C. Reaction SMILES: [CH3:1][C:2]1([CH3:19])[O:3][C:4](=[O:18])[CH:5]([CH2:7][CH:8]([CH2:9][C:10](=[O:11])[O:12][C:13]([CH3:14])([CH3:15])[CH3:16])[OH:17])[O:6]1.[CH3:21][c:22]1[cH:23][cH:24][cH:25][cH:26][cH:27]1.[CH3:28][O-:29].[ClH:20].[Na+:30]>>[CH3:2][O:3][C:4]([CH:5]([OH:6])[CH2:7][CH:8]([CH2:9][C:10](=[O:11])[O:12][C:13]([CH3:14])([CH3:15])[CH3:16])[OH:17])=[O:18].